This data is from the Open Reaction Database (ORD), a public repository of structured organic reaction records. The task is: describe an organic reaction: reactants, conditions, products, and yield The reactants are C(C1=CC=CC=C1)N(C=1C=CC=2C3=C(NC2C1)C(=CNCC3(C)C)C(=O)OCC)C (ethyl 8-(benzyl(methyl)amino)-1,1-dimethyl-1,2,3,6-tetrahydroazepino[4,5-b]indole-5-carboxylate), FC=1C=C(C(=O)Cl)C=CC1F (3,4-difluorobenzoyl chloride). Product: C(C)OC(=O)C1=CN(CC(C2=C1NC=1C=C(C=CC21)N(CC2=CC=CC=C2)CC2=CC=CC=C2)(C)C)C(C2=CC=C(C=C2)F)=O (8-Dibenzylamino-3-(4-Fluorobenzoyl)-1,1-Dimethyl-1,2,3,6-Tetrahydroazepino[4,5-b]Indole-5-Carboxylic Acid Ethyl Ester). RXN SMILES: [CH2:1]([N:8]([CH3:30])[C:9]1[CH:10]=[CH:11][C:12]2[C:13]3[C:22]([CH3:24])([CH3:23])[CH2:21][NH:20][CH:19]=[C:18]([C:25]([O:27][CH2:28][CH3:29])=[O:26])[C:14]=3[NH:15][C:16]=2[CH:17]=1)[C:2]1[CH:7]=[CH:6][CH:5]=[CH:4][CH:3]=1.F[C:32]1[CH:33]=[C:34]([CH:38]=[CH:39][C:40]=1[F:41])[C:35](Cl)=[O:36]>>[CH2:28]([O:27][C:25]([C:18]1[C:14]2[NH:15][C:16]3[CH:17]=[C:9]([N:8]([CH2:30][C:2]4[CH:7]=[CH:6][CH:5]=[CH:4][CH:3]=4)[CH2:1][C:2]4[CH:3]=[CH:4][CH:5]=[CH:6][CH:7]=4)[CH:10]=[CH:11][C:12]=3[C:13]=2[C:22]([CH3:24])([CH3:23])[CH2:21][N:20]([C:35](=[O:36])[C:34]2[CH:38]=[CH:39][C:40]([F:41])=[CH:32][CH:33]=2)[CH:19]=1)=[O:26])[CH3:29]. Procedure: In a manner similar to Example 2A, but using ethyl 8-(benzyl(methyl)amino)-1,1-dimethyl-1,2,3,6-tetrahydroazepino[4,5-b]indole-5-carboxylate and 3,4-difluorobenzoyl chloride, the following compound was prepared: The reactants are NC=1C=C(C=CC1C)B(O)O (3-amino-4-methylphenylboronic acid), N1(C=NC=C1)CC=1C=CC(=NC1)Br (5-Imidazol-1-ylmethyl-2-bromopyridine). Product: N1(C=NC=C1)CC=1C=CC(=NC1)C=1C=CC(=C(C1)N)C (5-(5-Imidazol-1-ylmethyl-pyridin-2-yl)-2-methyl-phenylamine). Reaction SMILES: [NH2:1][C:2]1[CH:3]=[C:4](B(O)O)[CH:5]=[CH:6][C:7]=1[CH3:8].[N:12]1([CH2:17][C:18]2[CH:19]=[CH:20][C:21](Br)=[N:22][CH:23]=2)[CH:16]=[CH:15][N:14]=[CH:13]1>>[N:12]1([CH2:17][C:18]2[CH:19]=[CH:20][C:21]([C:4]3[CH:5]=[CH:6][C:7]([CH3:8])=[C:2]([NH2:1])[CH:3]=3)=[N:22][CH:23]=2)[CH:16]=[CH:15][N:14]=[CH:13]1. Procedure: Synthesized using 3-amino-4-methylphenylboronic acid (190 mg, 1.26 mmol) and 1a (150 mg, 0.63 mmol) according to Method C. Yellow solid. Yield: 139 mg, 0.52 mmol, 84%. 1H NMR (500 MHz, CDCl3): δH (ppm): 2.22 (s, 3H), 5.16 (s, 2H), 6.92 (t, J=0.9 Hz, 1H), 7.12 (t, J=0.9 Hz, 1H), 7.13 (d, J=7.9 Hz, 1H), 7.26 (dd, J=7.9, 1.9 Hz, 1H), 7.37 (d, J=1.9 Hz, 1H), 7.45 (dd, J=8.2, 2.2 Hz, 1H), 7.59 (s, 1H), 7.67 (dd, J=8.2, 0.6 Hz, 1H), 8.55 (dd, J=2.2, 0.6 Hz, 1H); 13C NMR (CDCl3, 125 MHz): δC (ppm)=17.2... The reactants are CC(=CBr)c1ccccc1F, CN1CCc2[nH]c3ccc(Cl)cc3c2CC1, [Cu]I, CN(C)C=O, O=C(O)C1CCCN1. Product: CC(=Cn1c2c(c3cc(Cl)ccc31)CCN(C)CC2)c1ccccc1F. RXN SMILES: [Br:17][CH:18]=[C:19]([CH3:20])[c:21]1[c:22]([F:27])[cH:23][cH:24][cH:25][cH:26]1.[Cl:1][c:2]1[cH:3][c:4]2[c:5]3[c:6]([nH:7][c:8]2[cH:9][cH:10]1)[CH2:11][CH2:12][N:13]([CH3:16])[CH2:14][CH2:15]3.[Cu:41][I:42].[O:36]=[CH:37][N:38]([CH3:39])[CH3:40].[OH:28][C:29]([CH:30]1[NH:31][CH2:32][CH2:33][CH2:34]1)=[O:35]>>[Cl:1][c:2]1[cH:3][c:4]2[c:5]3[c:6]([n:7]([CH:18]=[C:19]([CH3:20])[c:21]4[c:22]([F:27])[cH:23][cH:24][cH:25][cH:26]4)[c:8]2[cH:9][cH:10]1)[CH2:11][CH2:12][N:13]([CH3:16])[CH2:14][CH2:15]3. Starting materials: NC1=NC=CC(=N1)N1C(N(C2=C1C=C(C=C2)Br)C)=O (3-(2-aminopyrimidin-4-yl)-5-bromo-1-methyl-2,3-dihydro-1H-1,3-benzodiazol-2-one), CC1=CC(=NO1)[C@@](C)(C#C)O ((2R)-2-(5-methyl-1,2-oxazol-3-yl)but-3-yn-2-ol). The product is NC1=NC=CC(=N1)N1C(N(C2=C1C=C(C=C2)C#C[C@](C)(C2=NOC(=C2)C)O)C)=O (3-(2-aminopyrimidin-4-yl)-5-[(3R)-3-hydroxy-3-(5-methyl-1,2-oxazol-3-yl)but-1-yn-1-yl]-1-methyl-2,3-dihydro-1H-1,3-benzodiazol-2-one). RXN SMILES: [NH2:1][C:2]1[N:7]=[C:6]([N:8]2[C:12]3[CH:13]=[C:14](Br)[CH:15]=[CH:16][C:11]=3[N:10]([CH3:18])[C:9]2=[O:19])[CH:5]=[CH:4][N:3]=1.[CH3:20][C:21]1[O:25][N:24]=[C:23]([C@:26]([OH:30])([C:28]#[CH:29])[CH3:27])[CH:22]=1>>[NH2:1][C:2]1[N:7]=[C:6]([N:8]2[C:12]3[CH:13]=[C:14]([C:29]#[C:28][C@@:26]([OH:30])([C:23]4[CH:22]=[C:21]([CH3:20])[O:25][N:24]=4)[CH3:27])[CH:15]=[CH:16][C:11]=3[N:10]([CH3:18])[C:9]2=[O:19])[CH:5]=[CH:4][N:3]=1. Procedure details: The title compound was prepared by the method described in Step 2 of Example 142-b by reacting 3-(2-aminopyrimidin-4-yl)-5-bromo-1-methyl-2,3-dihydro-1H-1,3-benzodiazol-2-one with (2R)-2-(5-methyl-1,2-oxazol-3-yl)but-3-yn-2-ol: 1H NMR (500 MHz, DMSO) delta 1.82 (3H, s), 2.40 (3H, s), 3.38 (3H, s), 6.38 (1H, s), 6.44 (1H, s), 6.97 (2H, s), 7.33-7.22 (2H, m), 7.42 (1H, d, J=5.6 Hz), 8.32 (1H, d, J=5.6 Hz), 8.38 (1H, s); LC-MS: m/z=+391 (M+H)+. Reactants: COCOCC(CCC1(CCCCC1)CCN1CCC(CC1)N(C(=O)C=1OC=CC1)C1=NC=C(C=C1)C)COCOC (N-[1-[2-[1-[4-(methoxymethoxy)-3-(methoxymethoxymethyl)butyl]cyclohexyl]ethyl]piperidin-4-yl]-N-(5-methylpyridin-2-yl)-2-furancarboxamide), Cl (hydrochloric acid), Cl (Hydrochloric acid). The solvent is CO (methanol). Conditions: time 16 hour. Product: OCC(CCC1(CCCCC1)CCN1CCC(CC1)N(C(=O)C=1OC=CC1)C1=NC=C(C=C1)C)CO (N-[1-[2-[1-(4-Hydroxy-3-hydroxymethylbutyl)cyclohexyl]ethyl]piperidin-4-yl]-N-(5-methylpyridin-2-yl)-2-furancarboxamide). The yield is 102.0%. Reaction SMILES: COC[O:4][CH2:5][CH:6]([CH2:38][O:39]COC)[CH2:7][CH2:8][C:9]1([CH2:15][CH2:16][N:17]2[CH2:22][CH2:21][CH:20]([N:23]([C:31]3[CH:36]=[CH:35][C:34]([CH3:37])=[CH:33][N:32]=3)[C:24]([C:26]3[O:27][CH:28]=[CH:29][CH:30]=3)=[O:25])[CH2:19][CH2:18]2)[CH2:14][CH2:13][CH2:12][CH2:11][CH2:10]1.Cl>CO>[OH:39][CH2:38][CH:6]([CH2:5][OH:4])[CH2:7][CH2:8][C:9]1([CH2:15][CH2:16][N:17]2[CH2:18][CH2:19][CH:20]([N:23]([C:31]3[CH:36]=[CH:35][C:34]([CH3:37])=[CH:33][N:32]=3)[C:24]([C:26]3[O:27][CH:28]=[CH:29][CH:30]=3)=[O:25])[CH2:21][CH2:22]2)[CH2:14][CH2:13][CH2:12][CH2:11][CH2:10]1. Reported procedure: To a solution of N-[1-[2-[1-[4-(methoxymethoxy)-3-(methoxymethoxymethyl)butyl]cyclohexyl]ethyl]piperidin-4-yl]-N-(5-methylpyridin-2-yl)-2-furancarboxamide (300 mg) in methanol (10 mL) was added conc. hydrochloric acid (0.17 mL) at room temperature. The solution was stirred at room temperature for 16 hours. conc. Hydrochloric acid (0.17 mL) was further added to the solution, and it was stirred at 50 ° C. for 6 hours. The solution was concentrated under reduced pressure, saturated aqueous sodium b... The reactants are BrC=1C(=NC=C(C(=O)NC2=CC(=C(C=C2)OC(F)(F)F)F)C1)N1C[C@@H](CC1)O ((R)-5-bromo-N-(3-fluoro-4-(trifluoromethoxy)phenyl)-6-(3-hydroxypyrrolidin-1-yl)nicotinamide), N1=CN=CC(=C1)B(O)O (pyrimidin-5-ylboronic acid). The product is FC=1C=C(C=CC1OC(F)(F)F)NC(C1=CN=C(C(=C1)C=1C=NC=NC1)N1C[C@@H](CC1)O)=O ((R)—N-(3-Fluoro-4-(trifluoromethoxy)phenyl)-6-(3-hydroxypyrrolidin-1-yl)-5-(pyrimidin-5-yl)nicotinamide). RXN SMILES: Br[C:2]1[C:3]([N:23]2[CH2:27][CH2:26][C@@H:25]([OH:28])[CH2:24]2)=[N:4][CH:5]=[C:6]([CH:22]=1)[C:7]([NH:9][C:10]1[CH:15]=[CH:14][C:13]([O:16][C:17]([F:20])([F:19])[F:18])=[C:12]([F:21])[CH:11]=1)=[O:8].[N:29]1[CH:34]=[C:33](B(O)O)[CH:32]=[N:31][CH:30]=1>>[F:21][C:12]1[CH:11]=[C:10]([NH:9][C:7](=[O:8])[C:6]2[CH:22]=[C:2]([C:33]3[CH:34]=[N:29][CH:30]=[N:31][CH:32]=3)[C:3]([N:23]3[CH2:27][CH2:26][C@@H:25]([OH:28])[CH2:24]3)=[N:4][CH:5]=2)[CH:15]=[CH:14][C:13]=1[O:16][C:17]([F:20])([F:19])[F:18]. Reported procedure: The title compound was prepared in an analogous fashion to that described in Example 185 using (R)-5-bromo-N-(3-fluoro-4-(trifluoromethoxy)phenyl)-6-(3-hydroxypyrrolidin-1-yl)nicotinamide (Stage 198.1) and pyrimidin-5-ylboronic acid to afford a white powder. HPLC (Condition 4) tR=4.88 min, UPLC-MS (Condition 3) tR=0.96 min, m/z=464.2 [M+H]+; 1H-NMR (400 MHz, DMSO-d6) δ ppm 1.65-1.77 (m, 1H) 1.79-1.92 (m, 1H) 2.78-2.94 (m, 1H) 3.15-3.25 (m, 2H) 3.32-3.48 (m, 1H) 4.13-4.26 (m, 1H) 4.87 (d, J=3.52 ... Reactants: CC(C)(C)O[Al](OC(C)(C)C)OC(C)(C)C, C1CCOC1, CCO, CC(C)(C)OC(=O)NC(Cc1cc(Cl)c2c(c1)OCO2)C(=O)c1nccs1, [H-], [Li+]. Product: CC(C)(C)OC(=O)NC(Cc1cc(Cl)c2c(c1)OCO2)C(O)c1nccs1. RXN SMILES: [C:29]([O:30][Al:31]([O:32][C:33]([CH3:34])([CH3:35])[CH3:36])[O:37][C:38]([CH3:39])([CH3:40])[CH3:41])([CH3:42])([CH3:43])[CH3:44].[CH2:46]1[O:47][CH2:48][CH2:49][CH2:50]1.[CH3:51][CH2:52][OH:53].[Cl:1][c:2]1[cH:3][c:4]([CH2:11][CH:12]([C:13]([c:14]2[s:15][cH:16][cH:17][n:18]2)=[O:19])[NH:20][C:21]([O:22][C:23]([CH3:24])([CH3:25])[CH3:26])=[O:27])[cH:5][c:6]2[c:7]1[O:8][CH2:9][O:10]2.[H-:28].[Li+:45]>>[Cl:1][c:2]1[cH:3][c:4]([CH2:11][CH:12]([CH:13]([c:14]2[s:15][cH:16][cH:17][n:18]2)[OH:19])[NH:20][C:21]([O:22][C:23]([CH3:24])([CH3:25])[CH3:26])=[O:27])[cH:5][c:6]2[c:7]1[O:8][CH2:9][O:10]2. RXN SMILES: [CH2:8]([c:9]1[cH:10][cH:11][cH:12][cH:13][cH:14]1)[O:15][c:16]1[n:17][cH:18][c:19]([O:31][CH2:32][O:33][CH3:34])[c:20]([C:22]#[C:23][c:24]2[cH:25][cH:26][c:27]([F:30])[cH:28][cH:29]2)[cH:21]1.[Cl:35][CH:36]([Cl:37])[CH3:38].[OH:1][C:2]([C:3]([F:4])([F:5])[F:6])=[O:7]>>[CH2:8]([c:9]1[cH:10][cH:11][cH:12][cH:13][cH:14]1)[O:15][c:16]1[n:17][cH:18][c:19]([OH:31])[c:20]([C:22]#[C:23][c:24]2[cH:25][cH:26][c:27]([F:30])[cH:28][cH:29]2)[cH:21]1. The product is Oc1cnc(OCc2ccccc2)cc1C#Cc1ccc(F)cc1. Reactants: COCOc1cnc(OCc2ccccc2)cc1C#Cc1ccc(F)cc1, CC(Cl)Cl, O=C(O)C(F)(F)F. The reactants are O=C1CCC(=O)N1Br, ClC(Cl)Cl, COC(=O)c1cccc2nc(-c3cccnc3N)oc12, C1CCOC1. Yields the product COC(=O)c1cccc2nc(-c3cc(Br)cnc3N)oc12. As a reaction SMILES: [Br:1][N:2]1[C:3](=[O:4])[CH2:5][CH2:6][C:7]1=[O:8].[CH:29]([Cl:30])([Cl:31])[Cl:32].[NH2:9][c:10]1[n:11][cH:12][cH:13][cH:14][c:15]1-[c:16]1[o:17][c:18]2[c:19]([n:20]1)[cH:21][cH:22][cH:23][c:24]2[C:25](=[O:26])[O:27][CH3:28].[O:33]1[CH2:34][CH2:35][CH2:36][CH2:37]1>>[Br:1][c:13]1[cH:12][n:11][c:10]([NH2:9])[c:15](-[c:16]2[o:17][c:18]3[c:19]([n:20]2)[cH:21][cH:22][cH:23][c:24]3[C:25](=[O:26])[O:27][CH3:28])[cH:14]1.